Dataset: the Open Reaction Database (ORD), a public repository of structured organic reaction records. Task: describe an organic reaction: reactants, conditions, products, and yield Solvent: C(C)O (ethanol). Procedure: Palladium hydroxide (500 mg) and 1-(diphenylmethyl)-3-(4-fluorophenoxy)azetidine (500 mg, 1.50 mmol) were combined in ethanol (50 mL) and hydrogenated at 50 psi for 18 h. The reaction mixture was then filtered through Celite and concentrated in vacuo. The residue was purified via silica gel chromatography (Eluant: 00:5:2 chloroform:MeOH: concentrated aqueous ammonium hydroxide) to provide C40. Yield: 188 mg, 1.12 mmol, 75%. LCMS m/z 168.1 (M+1). 1H NMR (400 MHz, CDCl3) δ 2.44 (br s, 1H), 3.76 (m... The product is FC1=CC=C(OC2CNC2)C=C1 (3-(4-fluorophenoxy)azetidine). The reactants are C1(=CC=CC=C1)C(N1CC(C1)OC1=CC=C(C=C1)F)C1=CC=CC=C1 (1-(diphenylmethyl)-3-(4-fluorophenoxy)azetidine). The reagents and catalysts are [OH-].[Pd+2].[OH-] (Palladium hydroxide). As a reaction SMILES: C1(C(C2C=CC=CC=2)[N:8]2[CH2:11][CH:10]([O:12][C:13]3[CH:18]=[CH:17][C:16]([F:19])=[CH:15][CH:14]=3)[CH2:9]2)C=CC=CC=1>C(O)C.[OH-].[Pd+2].[OH-]>[F:19][C:16]1[CH:17]=[CH:18][C:13]([O:12][CH:10]2[CH2:9][NH:8][CH2:11]2)=[CH:14][CH:15]=1 |f:2.3.4|. Starting materials: BrC=1C=CC(=NC1CC)N (5-bromo-6-ethylpyridin-2-amine), OS(=O)(=O)O (H2SO4), C(Cl)Cl (DCM), [OH-].[Na+] (NaOH), ice water, OO (hydrogen peroxide), OS(=O)(=O)O (H2SO4). Run at time 5 minute. Product: BrC=1C(=NC(=CC1)[N+](=O)[O-])CC (3-bromo-2-ethyl-6-nitropyridine). Isolated yield 52.0%. As a reaction SMILES: OO.[Br:3][C:4]1[CH:5]=[CH:6][C:7]([NH2:12])=[N:8][C:9]=1[CH2:10][CH3:11].C(Cl)Cl.[OH-:16].[Na+].[OH:18]S(O)(=O)=O>>[Br:3][C:4]1[C:9]([CH2:10][CH3:11])=[N:8][C:7]([N+:12]([O-:18])=[O:16])=[CH:6][CH:5]=1 |f:3.4|. Procedure: A 0° C. solution of H2SO4 (11 mL, 10.83 mmol) was treated slowly with 30% hydrogen peroxide (5.5 mL, 9.42 mmol) in an open flask, stirred for 5 minutes, treated drop-wise with a solution of 5-bromo-6-ethylpyridin-2-amine (3.83 g, 19.05 mmol) in H2SO4 (11 mL) and stirred overnight as the cooling bath expired. The solution was poured into ice water, treated with DCM, cooled in an ice bath and treated slowly with 50% NaOH until pH˜9. The layers were separated, the aqueous layer extracted with DCM (... Reactants: NC[C@@H]1CN(CC1)C(=O)OC(C)(C)C ((R)-3-aminomethyl-1-N-tert-butoxycarbonyl-pyrrolidine), ClC=1SC=C(N1)C(=O)O (2-chloro-thiazole-4-carboxylic acid). The product is C(C)(C)(C)OC(=O)N1C[C@H](CC1)CNC(=O)C=1N=C(SC1)Cl ((R)-3-{[(2-chloro-thiazole-4-carbonyl)-amino]-methyl}-pyrrolidine-1-carboxylic acid tert-butyl ester). Reaction SMILES: [NH2:1][CH2:2][C@H:3]1[CH2:7][CH2:6][N:5]([C:8]([O:10][C:11]([CH3:14])([CH3:13])[CH3:12])=[O:9])[CH2:4]1.[Cl:15][C:16]1[S:17][CH:18]=[C:19]([C:21](O)=[O:22])[N:20]=1>>[C:11]([O:10][C:8]([N:5]1[CH2:6][CH2:7][C@H:3]([CH2:2][NH:1][C:21]([C:19]2[N:20]=[C:16]([Cl:15])[S:17][CH:18]=2)=[O:22])[CH2:4]1)=[O:9])([CH3:14])([CH3:13])[CH3:12]. Procedure details: 61.1 Using general procedure E, (R)-3-aminomethyl-1-N-tert-butoxycarbonyl-pyrrolidine was coupled with 2-chloro-thiazole-4-carboxylic acid (prepared according to R. Walsh et al. Chimica Therapeutica, 1973, 8, 199) to give (R)-3-{[(2-chloro-thiazole-4-carbonyl)-amino]-methyl}-pyrrolidine-1-carboxylic acid tert-butyl ester. White solid. MS 343.9 ([M−H]−) The reactants are COC(=O)c1csc(NC(=O)C(NC(=O)C(N)c2ccc3c(c2)OCCO3)C(C)c2ccccc2)n1, Cc1ccccc1, CCOC(C)=O, CCN(C(C)C)C(C)C, O=C(Cl)OC(Cl)(Cl)Cl, C1CCOC1. The product is COC(=O)c1csc(NC(=O)C(C(C)c2ccccc2)N2C(=O)NC(c3ccc4c(c3)OCCO4)C2=O)n1. As a reaction SMILES: [CH3:1][O:2][C:3](=[O:4])[c:5]1[n:6][c:7]([NH:10][C:11]([CH:12]([CH:13]([CH3:14])[c:15]2[cH:16][cH:17][cH:18][cH:19][cH:20]2)[NH:21][C:22]([CH:23]([c:24]2[cH:25][c:26]3[c:27]([cH:32][cH:33]2)[O:28][CH2:29][CH2:30][O:31]3)[NH2:34])=[O:35])=[O:36])[s:8][cH:9]1.[CH3:54][c:55]1[cH:56][cH:57][cH:58][cH:59][cH:60]1.[CH3:66][CH2:67][O:68][C:69](=[O:70])[CH3:71].[CH:37]([N:38]([CH:39]([CH3:40])[CH3:41])[CH2:42][CH3:43])([CH3:44])[CH3:45].[O:46]=[C:47]([Cl:48])[O:49][C:50]([Cl:51])([Cl:52])[Cl:53].[O:61]1[CH2:62][CH2:63][CH2:64][CH2:65]1>>[CH3:1][O:2][C:3](=[O:4])[c:5]1[n:6][c:7]([NH:10][C:11]([CH:12]([CH:13]([CH3:14])[c:15]2[cH:16][cH:17][cH:18][cH:19][cH:20]2)[N:21]2[C:22](=[O:35])[CH:23]([c:24]3[cH:25][c:26]4[c:27]([cH:32][cH:33]3)[O:28][CH2:29][CH2:30][O:31]4)[NH:34][C:47]2=[O:46])=[O:36])[s:8][cH:9]1. Starting materials: OC1=C(C=C(C=C1)C1=CC=C(C=C1)[N+](=O)[O-])C(=O)O (4-Hydroxy-4′-nitro-biphenyl-3-carboxylic acid), C(=O)([O-])[O-].[K+].[K+] (K2CO3), CCOC(=O)C (EtOAc). The solvent is CC(=O)C (acetone). The product is COC(=O)C=1C=C(C=CC1OC)C1=CC=C(C=C1)[N+](=O)[O-] (4-Methoxy-4′-nitro-biphenyl-3-carboxylic acid methyl ester). RXN SMILES: OC1C=[CH:6][C:5]([C:8]2[CH:13]=[CH:12][C:11]([N+:14]([O-:16])=[O:15])=[CH:10][CH:9]=2)=[CH:4][C:3]=1[C:17]([OH:19])=O.[C:20]([O-])([O-])=O.[K+].[K+].C[CH2:27][O:28][C:29]([CH3:31])=[O:30]>CC(C)=O>[CH3:27][O:28][C:29]([C:31]1[CH:6]=[C:5]([C:8]2[CH:9]=[CH:10][C:11]([N+:14]([O-:16])=[O:15])=[CH:12][CH:13]=2)[CH:4]=[CH:3][C:17]=1[O:19][CH3:20])=[O:30] |f:1.2.3|. Procedure: To a solution of 4-Hydroxy-4′-nitro-biphenyl-3-carboxylic acid (2.0 g, 7.71 mmol) in acetone was added K2CO3(2.34 g, 16.9 mmol) and Mel (4.3 g, 30.8 mmol) and refluxed for 12 h. Reaction mixture was diluted with EtOAc and filtered, filtrate was washed with water brine and dried over Na2SO4. Solvent was removed under reduced pressure and silicagel column chromatography gave pure 4-Methoxy-4′-nitro-biphenyl-3-carboxylic acid methyl ester (1.9 g). Reactants: C(#N)C1=CC=C(OCC2N(C2)C(=O)OCC2=CC=CC=C2)C=C1 (Benzyl 2-[(4-cyanophenoxy)methyl]-1-aziridinecarboxylate), C12CN(CC(CNC1)C2)C(=O)OC(C)(C)C (tert-Butyl 3,7-diazabicyclo[3.3.1]nonane-3-carboxylate). The solvent is C(C)(C)O (iso-propanol). Reaction conditions: temperature 60 celsius, time 5 hour. Product: C(C1=CC=CC=C1)OC(=O)NC(CN1CC2CN(CC(C1)C2)C(=O)OC(C)(C)C)COC2=CC=C(C=C2)C#N (tert-Butyl 7-[2-{[(benzyloxy)carbonyl]amino}-3-(4-cyanophenoxy)-propyl]-3,7-diazabicyclo[3.3.1]nonane-3-carboxylate). Isolated yield 76.0%. Reaction SMILES: [C:1]([C:3]1[CH:23]=[CH:22][C:6]([O:7][CH2:8][CH:9]2[CH2:11][N:10]2[C:12]([O:14][CH2:15][C:16]2[CH:21]=[CH:20][CH:19]=[CH:18][CH:17]=2)=[O:13])=[CH:5][CH:4]=1)#[N:2].[CH:24]12[CH2:32][CH:28]([CH2:29][NH:30][CH2:31]1)[CH2:27][N:26]([C:33]([O:35][C:36]([CH3:39])([CH3:38])[CH3:37])=[O:34])[CH2:25]2>C(O)(C)C>[CH2:15]([O:14][C:12]([NH:10][CH:9]([CH2:8][O:7][C:6]1[CH:5]=[CH:4][C:3]([C:1]#[N:2])=[CH:23][CH:22]=1)[CH2:11][N:30]1[CH2:31][CH:24]2[CH2:32][CH:28]([CH2:27][N:26]([C:33]([O:35][C:36]([CH3:39])([CH3:38])[CH3:37])=[O:34])[CH2:25]2)[CH2:29]1)=[O:13])[C:16]1[CH:17]=[CH:18][CH:19]=[CH:20][CH:21]=1. Procedure: Benzyl 2-[(4-cyanophenoxy)methyl]-1-aziridinecarboxylate (1.0 g; 3.2 mmol; from step (iii) above) was mixed with tert-butyl 3,7-diazabicyclo[3.3.1]nonane-3-carboxylate (from step (v) above; 0.73 g; 3.2 mmol) and 30 mL of iso-propanol, and stirred at 60° C. for 5 h, and then at rt overnight. The solvent was evaporated and the crude material was purified on silica (DCM:5% MeOH) yielding 1.3 g (76%) of sub-title compound.